This data is from the Open Reaction Database (ORD), a public repository of structured organic reaction records. The task is: describe an organic reaction: reactants, conditions, products, and yield Reaction SMILES: [CH3:1][Ge:2]([CH3:16])([CH3:15])[C:3]1[CH:4]=[C:5]([C:9]2([CH3:14])OCC[O:10]2)[CH:6]=[CH:7][CH:8]=1.C1(C)C=CC(S([O-])(=O)=O)=CC=1.[NH+]1C=CC=CC=1.O>CC(C)=O>[CH3:15][Ge:2]([CH3:1])([CH3:16])[C:3]1[CH:4]=[C:5]([C:9](=[O:10])[CH3:14])[CH:6]=[CH:7][CH:8]=1 |f:1.2|. Procedure: A mixture of 351 mg (1,25 mmol) of 2-(3-trimethylgermylphenyl)-2-methyl-1,3-dioxolane, 47 mg (0.187 mmol, 0.15 eq) of pyridinium p-toluenesulfonate (PPTS), 1.1126 g (62.5 mmol, 50 eq) of water and 10 ml of acetone was refluxed for 2.5 hours. The reaction mixture was evaporated and extracted with petroleum ether. The extract was evaporated. The oily residue was purified by column chromatography to give 294 mg of colorless oily substance. Yields the product C[Ge](C=1C=C(C=CC1)C(C)=O)(C)C (3'-Trimethylgermylacetophenone). Run in CC(=O)C (acetone). Reactants: C[Ge](C=1C=C(C=CC1)C1(OCCO1)C)(C)C (2-(3-trimethylgermylphenyl)-2-methyl-1,3-dioxolane), C1(=CC=C(C=C1)S(=O)(=O)[O-])C.[NH+]1=CC=CC=C1 (pyridinium p-toluenesulfonate), O (water). The reactants are NC=1C(=NC=C(C1)Br)Cl (3-amino-5-bromo-2-chloropyridine), N1=CC=CC=C1 (pyridine), FC1=CC=C(C=C1)S(=O)(=O)Cl (4-fluorobenzenesulfonyl chloride), Cl (HCl), C([O-])([O-])=O.[K+].[K+] (potassium carbonate). Run in O1CCOCC1 (1,4-dioxane), CO (methanol), O (water). Run at temperature 25 celsius, time 18 hour. Yields the product BrC=1C=C(C(=NC1)Cl)NS(=O)(=O)C1=CC=C(C=C1)F (N-(5-bromo-2-chloropyridin-3-yl)-4-fluorobenzenesulfonamide). Isolated yield 60.4%. RXN SMILES: [NH2:1][C:2]1[C:3]([Cl:9])=[N:4][CH:5]=[C:6]([Br:8])[CH:7]=1.N1C=CC=CC=1.[F:16][C:17]1[CH:22]=[CH:21][C:20]([S:23](Cl)(=[O:25])=[O:24])=[CH:19][CH:18]=1.C(=O)([O-])[O-].[K+].[K+].Cl>O.O1CCOCC1.CO>[Br:8][C:6]1[CH:7]=[C:2]([NH:1][S:23]([C:20]2[CH:21]=[CH:22][C:17]([F:16])=[CH:18][CH:19]=2)(=[O:25])=[O:24])[C:3]([Cl:9])=[N:4][CH:5]=1 |f:3.4.5|. Reported procedure: To a 50-mL, round-bottomed flask was added 3-amino-5-bromo-2-chloropyridine (0.50 g, 2.4 mmol, Asymchem, Morrisville, N.C.), pyridine (10 mL, 120 mmol) and 4-fluorobenzenesulfonyl chloride (2.0 g, 10 mmol, Fluka, Buchs, Switzerland). The mixture was stirred at 25° C. After 18 hours, the mixture was concentrated in vacuo. To the residue was added methanol (10 mL), 1,4-dioxane (10 mL) and potassium carbonate (3.4 g, 25 mmol). The mixture was stirred at 60° C. After 16 hours, the mixture was poured... Starting materials: NC[C@@H]1[C@@H](CN(C1)CCC1=CC=NC2=CC=C(N=C12)OC)O ((3S,4S)-4-(aminomethyl)-1-{2-[6-(methyloxy)-1,5-naphthyridin-4-yl]ethyl}-3-pyrrolidinol), O1CCOC=2C=NC(=CC21)C=O (2,3-dihydro[1,4]dioxino[2,3-c]pyridine-7-carbaldehyde), [BH-](OC(=O)C)(OC(=O)C)OC(=O)C.[Na+] (NaBH(OAc)3). Solvent: C(Cl)Cl (CH2Cl2), CCO (EtOH). Conditions: time 24 hour. Product: O1CCOC=2C=NC(=CC21)CNC[C@@H]2[C@@H](CN(C2)CCC2=CC=NC1=CC=C(N=C21)OC)O ((3S,4S)-4-{[(2,3-dihydro[1,4]dioxino[2,3-c]pyridin-7-ylmethyl)amino]methyl}-1-{2-[6-(methyloxy)-1,5-naphthyridin-4-yl]ethyl}-3-pyrrolidinol). Isolated yield 26.6%. RXN SMILES: [NH2:1][CH2:2][C@H:3]1[CH2:7][N:6]([CH2:8][CH2:9][C:10]2[C:19]3[C:14](=[CH:15][CH:16]=[C:17]([O:20][CH3:21])[N:18]=3)[N:13]=[CH:12][CH:11]=2)[CH2:5][C@H:4]1[OH:22].[O:23]1[C:32]2[CH:31]=[C:30]([CH:33]=O)[N:29]=[CH:28][C:27]=2[O:26][CH2:25][CH2:24]1.[BH-](OC(C)=O)(OC(C)=O)OC(C)=O.[Na+]>C(Cl)Cl.CCO>[O:23]1[C:32]2[CH:31]=[C:30]([CH2:33][NH:1][CH2:2][C@H:3]3[CH2:7][N:6]([CH2:8][CH2:9][C:10]4[C:19]5[C:14](=[CH:15][CH:16]=[C:17]([O:20][CH3:21])[N:18]=5)[N:13]=[CH:12][CH:11]=4)[CH2:5][C@H:4]3[OH:22])[N:29]=[CH:28][C:27]=2[O:26][CH2:25][CH2:24]1 |f:2.3|. Procedure: To a stirred solution of (3S,4S)-4-(aminomethyl)-1-{2-[6-(methyloxy)-1,5-naphthyridin-4-yl]ethyl}-3-pyrrolidinol (0.30 g, 1.0 mmole) in dry CH2Cl2 (25 mL) and dry EtOH (10 mL) at RT was added 2,3-dihydro[1,4]dioxino[2,3-c]pyridine-7-carbaldehyde (0.165 g, 1.0 mmole). After 24 h, at RT was added NaBH(OAc)3 (0.32 g, 1.5 mmole). After 2 h, the reaction solution was concentrated under vacuum and purified on silica (CHCl3/MeOH, 9:1 containing 5% NH4OH) to afford the title compound (0.12 g, 27%) as li... The reactants are C1CCOC1, CC(C)(C)[O-], CCOC(C)=O, COc1ccc(C2=NCC(=O)N(C)c3ccc(Cl)cc32)cc1, Clc1ccccc1CBr, [K+]. Product: COc1ccc(C2=NC(Cc3ccccc3Cl)C(=O)N(C)c3ccc(Cl)cc32)cc1. As a reaction SMILES: [CH2:44]1[O:45][CH2:46][CH2:47][CH2:48]1.[CH3:23][C:24]([CH3:25])([O-:26])[CH3:27].[CH3:38][CH2:39][O:40][C:41](=[O:42])[CH3:43].[Cl:1][c:2]1[cH:3][c:4]2[c:5]([cH:21][cH:22]1)[N:6]([CH3:20])[C:7](=[O:19])[CH2:8][N:9]=[C:10]2[c:11]1[cH:12][cH:13][c:14]([O:17][CH3:18])[cH:15][cH:16]1.[Cl:29][c:30]1[c:31]([CH2:32][Br:33])[cH:34][cH:35][cH:36][cH:37]1.[K+:28]>>[Cl:1][c:2]1[cH:3][c:4]2[c:5]([cH:21][cH:22]1)[N:6]([CH3:20])[C:7](=[O:19])[CH:8]([CH2:32][c:31]1[c:30]([Cl:29])[cH:37][cH:36][cH:35][cH:34]1)[N:9]=[C:10]2[c:11]1[cH:12][cH:13][c:14]([O:17][CH3:18])[cH:15][cH:16]1. Reactants: NN (hydrazine), COC1=CC=C(C=N1)C(=O)C1=C(C(=O)O)C=CC=C1 (2-[(6-methoxypyridin-3-yl)carbonyl]benzoic acid). Run in C(C)O (ethanol). Conditions: temperature 60 celsius, time 4 hour. Product: COC1=CC=C(C=N1)C1=NNC(C2=CC=CC=C12)=O (4-(6-methoxypyridin-3-yl)-2H-phthalazin-1-on). Isolated yield 78.0%. As a reaction SMILES: [NH2:1][NH2:2].[CH3:3][O:4][C:5]1[N:10]=[CH:9][C:8]([C:11]([C:13]2[CH:21]=[CH:20][CH:19]=[CH:18][C:14]=2[C:15](O)=[O:16])=O)=[CH:7][CH:6]=1>C(O)C>[CH3:3][O:4][C:5]1[N:10]=[CH:9][C:8]([C:11]2[C:13]3[C:14](=[CH:18][CH:19]=[CH:20][CH:21]=3)[C:15](=[O:16])[NH:2][N:1]=2)=[CH:7][CH:6]=1. Procedure: 24 ml (121 mmol) of hydrazine was added to an ethanol solution (200 ml) of 28.0 g of 2-[(6-methoxypyridin-3-yl)carbonyl]benzoic acid, and the reaction liquid was stirred at 60° C. for 4 hours. The reaction liquid was concentrated under reduced pressure, and the resulting solid was washed with diethyl ether to obtain 21.50 g (yield: 77%) of 4-(6-methoxypyridin-3-yl)-2H-phthalazin-1-on as a white solid. Reactants: O (water), CC(C)(C)NS(=O)(=O)C1=C(C=CC=C1C1=CC=CC=C1)SC (N-(1,1-dimethylethyl)-2-(methylthio)-6-phenylbenzenesulfonamide). Solvent: FC(C(=O)O)(F)F (trifluoroacetic acid). Yields the product CSC1=C(C(=CC=C1)C1=CC=CC=C1)S(=O)(=O)N (2-(Methylthio)-6-phenylbenzenesulfonamide). Yield: 77.6%. RXN SMILES: O.CC([NH:6][S:7]([C:10]1[C:15]([C:16]2[CH:21]=[CH:20][CH:19]=[CH:18][CH:17]=2)=[CH:14][CH:13]=[CH:12][C:11]=1[S:22][CH3:23])(=[O:9])=[O:8])(C)C>FC(F)(F)C(O)=O>[CH3:23][S:22][C:11]1[CH:12]=[CH:13][CH:14]=[C:15]([C:16]2[CH:21]=[CH:20][CH:19]=[CH:18][CH:17]=2)[C:10]=1[S:7]([NH2:6])(=[O:9])=[O:8]. Reported procedure: In a mixture of 75 ml trifluoroacetic acid plus 2 ml water was dissolved 10 g (0.030 mol) of N-(1,1-dimethylethyl)-2-(methylthio)-6-phenylbenzenesulfonamide and heated to 85°. After 15 minutes the mixture was cooled and evaporated, then diluted with water and extracted with methylene chloride. The methylene chloride was washed with saturated sodium bicarbonate solution, dried (MgSO4), evaporated in vacuo and crystallized from ether/hexanes to afford 6.5 g of the title compound, m.p. 167°-168°.